This data is from the Open Reaction Database (ORD), a public repository of structured organic reaction records. The task is: describe an organic reaction: reactants, conditions, products, and yield Yield: 87.1%. Conditions: temperature 80 celsius. The product is ClC1=C2C(=NC=C1C1=CC=CC=C1)N(C=C2)S(=O)(=O)C2=CC=CC=C2 (4-chloro-5-phenyl-1-(phenylsulfonyl)-1H-pyrrolo[2,3-b]pyridine). As a reaction SMILES: Br[C:2]1[C:3]([Cl:20])=[C:4]2[CH:10]=[CH:9][N:8]([S:11]([C:14]3[CH:19]=[CH:18][CH:17]=[CH:16][CH:15]=3)(=[O:13])=[O:12])[C:5]2=[N:6][CH:7]=1.[C:21]1(B(O)O)[CH:26]=[CH:25][CH:24]=[CH:23][CH:22]=1.C1(C)C=CC=CC=1>CCO>[Cl:20][C:3]1[C:2]([C:21]2[CH:26]=[CH:25][CH:24]=[CH:23][CH:22]=2)=[CH:7][N:6]=[C:5]2[N:8]([S:11]([C:14]3[CH:19]=[CH:18][CH:17]=[CH:16][CH:15]=3)(=[O:13])=[O:12])[CH:9]=[CH:10][C:4]=12. Reactants: BrC=1C(=C2C(=NC1)N(C=C2)S(=O)(=O)C2=CC=CC=C2)Cl (5-Bromo-4-chloro-1-(phenylsulfonyl)-1H-pyrrolo[2,3-b]pyri dine), C1(=CC=CC=C1)B(O)O (phenylboronic acid), C1(=CC=CC=C1)C (toluene). Procedure: 5-Bromo-4-chloro-1-(phenylsulfonyl)-1H-pyrrolo[2,3-b]pyri dine (3.70 g, 9.96 mmol, see Example 6) and phenylboronic acid (1.27 g, 10.5 mmol) were placed in 2:1 toluene:EtOH (30 mL). The contents were then degassed under Ar and heated to 80° C. for 24 hours. The reaction was cooled to room temperature, diluted with DCM, and poured into water. The organic fraction was filtered, dried, and concentrated. Purification was carried out by column chromatography (1:1 to 1:2 hexane:DCM) to give 4-chloro-5... Solvent: CCO (EtOH). Reactants: C1(CCCCC1)C(C1=CC=NC=C1)C1=CC=C(C=C1)F (4-[(cyclohexyl)(4-fluorophenyl)methyl]pyridine). Reagents/catalysts: Cl (hydrochloric acid), [Pt]=O (platinum oxide). Solvent: CC(=O)OCC1=C2C=CC=CC2=C(C3=CC=CC=C31)COC(=O)C (acetic). Yields the product C1(CCCCC1)C(C1CCNCC1)C1=CC=C(C=C1)F (4-[(Cyclohexyl)(4-fluorophenyl)methyl]piperidine). Yield: 50.0%. Reaction SMILES: [CH:1]1([CH:7]([C:14]2[CH:19]=[CH:18][C:17]([F:20])=[CH:16][CH:15]=2)[C:8]2[CH:13]=[CH:12][N:11]=[CH:10][CH:9]=2)[CH2:6][CH2:5][CH2:4][CH2:3][CH2:2]1>Cl.CC(OCC1C2C(=CC=CC=2)C(COC(C)=O)=C2C=1C=CC=C2)=O.[Pt]=O>[CH:1]1([CH:7]([C:14]2[CH:19]=[CH:18][C:17]([F:20])=[CH:16][CH:15]=2)[CH:8]2[CH2:13][CH2:12][NH:11][CH2:10][CH2:9]2)[CH2:2][CH2:3][CH2:4][CH2:5][CH2:6]1. Procedure details: A mixture of 4-[(cyclohexyl)(4-fluorophenyl)methyl]pyridine (10.42 g, 0.039 mole), platinum oxide (1.5 g), and 10 drops of concentrated hydrochloric acid in 200 ml of glacial acetic was subjected to hydrogenation at 80° C. and 300 psi overnight, after which NMR analysis showed 50% desired product and 50% starting material. The reaction was repeated using 5% platinum on carbon at 85° C. and 1400 psi overnight. The reaction mixture was then cooled to room temperature and filtered. Solvent was remo... Starting materials: C(C1=CC=CC=C1)OC(C1=CC(=CC=C1)NC(=O)C=1N=C(NC1CCC12CC3CC(CC(C1)C3)C2)[C@H]2NCCC2)=O ((S)-3-{[5-(2-Adamantan-1-yl-ethyl)-2-pyrrolidin-2-yl-1H-imidazole-4-carbonyl]-amino}-benzoic Acid Benzyl Ester), C=O (formaldehyde), C(C)(=O)O[BH-](OC(C)=O)OC(C)=O.[Na+] (sodium triacetoxyborohydride). Run in C(Cl)Cl (DCM), ClC(C)Cl (dichloroethane). Conditions: time 1 hour. The product is C(C1=CC=CC=C1)OC(C1=CC(=CC=C1)NC(=O)C=1N=C(NC1CCC12CC3CC(CC(C1)C3)C2)[C@H]2N(CCC2)C)=O ((S)-3-{[5-(2-adamantan-1-yl-ethyl)-2-(1-methyl-pyrrolidin-2-yl)-1H-imidazole-4-carbonyl]-amino}-benzoic Acid Benzyl Ester). The yield is 69.5%. RXN SMILES: [CH2:1]([O:8][C:9](=[O:41])[C:10]1[CH:15]=[CH:14][CH:13]=[C:12]([NH:16][C:17]([C:19]2[N:20]=[C:21]([C@@H:36]3[CH2:40][CH2:39][CH2:38][NH:37]3)[NH:22][C:23]=2[CH2:24][CH2:25][C:26]23[CH2:35][CH:30]4[CH2:31][CH:32]([CH2:34][CH:28]([CH2:29]4)[CH2:27]2)[CH2:33]3)=[O:18])[CH:11]=1)[C:2]1[CH:7]=[CH:6][CH:5]=[CH:4][CH:3]=1.C=O.[C:44](O[BH-](OC(=O)C)OC(=O)C)(=O)C.[Na+]>ClC(Cl)C.C(Cl)Cl>[CH2:1]([O:8][C:9](=[O:41])[C:10]1[CH:15]=[CH:14][CH:13]=[C:12]([NH:16][C:17]([C:19]2[N:20]=[C:21]([C@@H:36]3[CH2:40][CH2:39][CH2:38][N:37]3[CH3:44])[NH:22][C:23]=2[CH2:24][CH2:25][C:26]23[CH2:35][CH:30]4[CH2:29][CH:28]([CH2:34][CH:32]([CH2:31]4)[CH2:33]2)[CH2:27]3)=[O:18])[CH:11]=1)[C:2]1[CH:7]=[CH:6][CH:5]=[CH:4][CH:3]=1 |f:2.3|. Procedure: To a rapidly stirred solution of (S)-3-{[5-(2-adamantan-1-yl-ethyl)-2-pyrrolidin-2-yl-1H-imidazole-4-carbonyl]-amino}-benzoic acid benzyl ester (Example 136, step d) (180 mg, 0.33 mmol) and formaldehyde (100 μl, 37% aqueous) in dichloroethane (5 ml) was added sodium triacetoxyborohydride (100 mg, 0.47 mmol). After stirring for 1 h at room temperature the reaction mixture was diluted with DCM and the solution was washed with saturated sodium bicarbonate. The organic layer was dried (MgSO4) and th... Starting materials: C(C)(C)(C)OC(=O)N1CCC2(CC1)OC1=CC=C(C=C1C(C2)=O)B2OC(C(O2)(C)C)(C)C (1′-tert-butoxycarbonyl-6-(4,4,5,5-tetramethyl-1,3,2-dioxaborolan-2-yl)spiro[chroman-2,4′-piperidin]-4-one), BrC=1C=NC=C(C(=O)N)C1 (5-bromonicotinamide), C(=O)([O-])[O-].[Na+].[Na+] (Na2CO3). The reagents and catalysts are C=1C=CC(=CC1)[P](C=2C=CC=CC2)(C=3C=CC=CC3)[Pd]([P](C=4C=CC=CC4)(C=5C=CC=CC5)C=6C=CC=CC6)([P](C=7C=CC=CC7)(C=8C=CC=CC8)C=9C=CC=CC9)[P](C=1C=CC=CC1)(C=1C=CC=CC1)C=1C=CC=CC1 (Pd(PPh3)4). Solvent: O1CCOCC1 (dioxane), C(Cl)(Cl)Cl (CHCl3), O (H2O). Reaction conditions: temperature 100 celsius. The product is C(C)(C)(C)OC(=O)N1CCC2(CC1)OC1=CC=C(C=C1C(C2)=O)C=2C=NC=C(C(=O)N)C2 (5-{1′-tert-Butoxycarbonyl-4-oxospiro[chroman-2,4′-piperidin]-6-yl}nicotinamide). RXN SMILES: [C:1]([O:5][C:6]([N:8]1[CH2:13][CH2:12][C:11]2([CH2:22][C:21](=[O:23])[C:20]3[C:15](=[CH:16][CH:17]=[C:18](B4OC(C)(C)C(C)(C)O4)[CH:19]=3)[O:14]2)[CH2:10][CH2:9]1)=[O:7])([CH3:4])([CH3:3])[CH3:2].Br[C:34]1[CH:35]=[N:36][CH:37]=[C:38]([CH:42]=1)[C:39]([NH2:41])=[O:40].C([O-])([O-])=O.[Na+].[Na+]>O1CCOCC1.C(Cl)(Cl)Cl.O.C1C=CC([P]([Pd]([P](C2C=CC=CC=2)(C2C=CC=CC=2)C2C=CC=CC=2)([P](C2C=CC=CC=2)(C2C=CC=CC=2)C2C=CC=CC=2)[P](C2C=CC=CC=2)(C2C=CC=CC=2)C2C=CC=CC=2)(C2C=CC=CC=2)C2C=CC=CC=2)=CC=1>[C:1]([O:5][C:6]([N:8]1[CH2:9][CH2:10][C:11]2([CH2:22][C:21](=[O:23])[C:20]3[C:15](=[CH:16][CH:17]=[C:18]([C:34]4[CH:35]=[N:36][CH:37]=[C:38]([CH:42]=4)[C:39]([NH2:41])=[O:40])[CH:19]=3)[O:14]2)[CH2:12][CH2:13]1)=[O:7])([CH3:2])([CH3:3])[CH3:4] |f:2.3.4,^1:63,65,84,103|. Procedure details: 1′-tert-butoxycarbonyl-6-(4,4,5,5-tetramethyl-1,3,2-dioxaborolan-2-yl)spiro[chroman-2,4′-piperidin]-4-one (1.43 g, 3.23 mmol), 5-bromonicotinamide (778 mg, 3.87 mmol), Pd(PPh3)4 (372 mg, 0.322 mmol), and aqueous 2M Na2CO3 (10 ml) solution were suspended in dioxane (20 ml) and heated at 100° C. for 4 h. The reaction mixture was diluted with CHCl3 and H2O, the aqueous layer was extracted with CHCl3. The combined organic layer was dried over MgSO4. The desiccant was removed through celite filtratio... Reactants: FC1=C(C(=C(C(=C1[Si](C)(C)C)F)F)C)C=1OCC(N1)(C)C (2-[2,4,5-trifluoro-6-methyl-3-(trimethylsilyl)phenyl]-4,4-dimethyl-2-oxazoline), [F-].[Cs+] (cesium fluoride), CN(C=O)C (dimethylformamide). Solvent: O (water), O (water). Yields the product FC1=C(C(=C(C(=C1)F)F)C)C=1OCC(N1)(C)C (2-(2,4,5-Trifluoro-6-methylphenyl)-4,4-dimethyl-2-oxazoline). Yield: 98.5%. Reaction SMILES: [F:1][C:2]1[C:7]([Si](C)(C)C)=[C:6]([F:12])[C:5]([F:13])=[C:4]([CH3:14])[C:3]=1[C:15]1[O:16][CH2:17][C:18]([CH3:21])([CH3:20])[N:19]=1.[F-].[Cs+].CN(C)C=O>O>[F:1][C:2]1[CH:7]=[C:6]([F:12])[C:5]([F:13])=[C:4]([CH3:14])[C:3]=1[C:15]1[O:16][CH2:17][C:18]([CH3:21])([CH3:20])[N:19]=1 |f:1.2|. Procedure: A solution of 12.0 g (38.0 mmol) of 2-[2,4,5-trifluoro-6-methyl-3-(trimethylsilyl)phenyl]-4,4-dimethyl-2-oxazoline, 5.85 g (38.5 mmol) of cesium fluoride, 110 mL of dimethylformamide, and 15 mL of water was stirred for 18 hours at room temperature. The reaction mixture was poured into water and extracted with ethyl acetate; the organic phase was washed with water, dried over magnesium sulfate, and concentrated to give 9.1 g of liquid.